From a dataset of the Open Reaction Database (ORD), a public repository of structured organic reaction records. describe an organic reaction: reactants, conditions, products, and yield Starting materials: C1CCOC1, CCOC(C)=O, [N-]=[N+]=NCC1CC(SC(c2ccccc2)(c2ccccc2)c2ccccc2)CN1S(=O)(=O)c1ccc2ccccc2c1, O, c1ccc(P(c2ccccc2)c2ccccc2)cc1. Yields the product NCC1CC(SC(c2ccccc2)(c2ccccc2)c2ccccc2)CN1S(=O)(=O)c1ccc2ccccc2c1. Reaction SMILES: [CH2:62]1[O:63][CH2:64][CH2:65][CH2:66]1.[CH3:68][CH2:69][O:70][C:71]([CH3:72])=[O:73].[N:1](=[N+:2]=[N-:3])[CH2:4][CH:5]1[N:6]([S:30](=[O:31])(=[O:32])[c:33]2[cH:34][c:35]3[cH:36][cH:37][cH:38][cH:39][c:40]3[cH:41][cH:42]2)[CH2:7][CH:8]([S:10][C:11]([c:12]2[cH:13][cH:14][cH:15][cH:16][cH:17]2)([c:18]2[cH:19][cH:20][cH:21][cH:22][cH:23]2)[c:24]2[cH:25][cH:26][cH:27][cH:28][cH:29]2)[CH2:9]1.[OH2:67].[c:43]1([P:44]([c:45]2[cH:46][cH:47][cH:48][cH:49][cH:50]2)[c:51]2[cH:52][cH:53][cH:54][cH:55][cH:56]2)[cH:57][cH:58][cH:59][cH:60][cH:61]1>>[NH2:1][CH2:4][CH:5]1[N:6]([S:30](=[O:31])(=[O:32])[c:33]2[cH:34][c:35]3[cH:36][cH:37][cH:38][cH:39][c:40]3[cH:41][cH:42]2)[CH2:7][CH:8]([S:10][C:11]([c:12]2[cH:13][cH:14][cH:15][cH:16][cH:17]2)([c:18]2[cH:19][cH:20][cH:21][cH:22][cH:23]2)[c:24]2[cH:25][cH:26][cH:27][cH:28][cH:29]2)[CH2:9]1. Starting materials: FC(C(=O)O)(F)F (trifluoroacetic acid), C(C)(C)(C)OC(N(C)[C@@H](C(=O)N1CCC(CC1)CN(C)C)CC1=CC=CC=C1)=O (N-[(1R)-1-benzyl-2-(4-((dimethylamino)methyl)piperidin-1-yl)-2-oxoethyl]-N-methylcarbamic acid tert-butyl ester). Run in ClCCl (dichloromethane). Run at temperature 0 celsius, time 1 hour. Product: CN(C)CC1CCN(CC1)C([C@@H](CC1=CC=CC=C1)NC)=O ((2R)-1-(4-((dimethylamino)methyl)piperidin-1-yl)-2-(methylamino)-3-phenylpropan-1-one). Yield: 71.9%. RXN SMILES: FC(F)(F)C(O)=O.C(O[C:13](=O)[N:14]([C@H:16]([CH2:29][C:30]1[CH:35]=[CH:34][CH:33]=[CH:32][CH:31]=1)[C:17]([N:19]1[CH2:24][CH2:23][CH:22]([CH2:25][N:26]([CH3:28])[CH3:27])[CH2:21][CH2:20]1)=[O:18])C)(C)(C)C>ClCCl>[CH3:27][N:26]([CH2:25][CH:22]1[CH2:23][CH2:24][N:19]([C:17](=[O:18])[C@H:16]([NH:14][CH3:13])[CH2:29][C:30]2[CH:31]=[CH:32][CH:33]=[CH:34][CH:35]=2)[CH2:20][CH2:21]1)[CH3:28]. Procedure: At 0° C., trifluoroacetic acid (20 ml) was added to a solution of N-[(1R)-1-benzyl-2-(4-((dimethylamino)methyl)piperidin-1-yl)-2-oxoethyl]-N-methylcarbamic acid tert-butyl ester (1.22 g, 3.02 mmol) in dichloromethane (20 ml). The reaction mixture was stirred for 1 h at 0° C. The solvents were removed in vacuo. The residue was dissolved in dichloromethane (70 ml) and the solvent was removed in vacuo. The latter procedure was repeated two times. The crude product was purified by flash chromatograp... Reactants: C1CCC2=NCCCN2CC1 (DBU), C(C)(C)(C)OC(CC#N)=O (cyano-acetic acid tert-butyl ester), ClCCSCCCl (1-chloro-2-(2-chloro-ethylsulfanyl)-ethane). Solvent: CN(C)C=O (DMF), CCOC(=O)C (EtOAc). Conditions: temperature 80 celsius, time 8 hour. The product is C(C)(C)(C)OC(=O)C1(CCSCC1)C#N (4-Cyano-tetrahydro-thiopyran-4-carboxylic acid tert-butyl ester). As a reaction SMILES: C1CCN2C(=NCCC2)CC1.[C:12]([O:16][C:17](=[O:21])[CH2:18][C:19]#[N:20])([CH3:15])([CH3:14])[CH3:13].Cl[CH2:23][CH2:24][S:25][CH2:26][CH2:27]Cl>CN(C=O)C.CCOC(C)=O>[C:12]([O:16][C:17]([C:18]1([C:19]#[N:20])[CH2:27][CH2:26][S:25][CH2:24][CH2:23]1)=[O:21])([CH3:15])([CH3:14])[CH3:13]. Procedure: A mixture of 2-(2-hydroxy-ethylsulfanyl)-ethanol (13.17 g), thionyl chloride (24 mL) in DCM (250 mL) was stirred in an ice/water bath overnight. Then the reaction mixture was concentrated to give crude product 1-chloro-2-(2-chloro-ethylsulfanyl)-ethane (100%), which was used directly in the next step. DBU (42.04 mL) was added slowly to a solution of cyano-acetic acid tert-butyl ester (13.23 g) and 1-chloro-2-(2-chloro-ethylsulfanyl)-ethane (all the crude from previous step) in DMF (200 mL) at rt... Starting materials: C[O-], CO, O=Cc1cccc(Cl)c1, N#CCc1ccc(Cl)cc1, [Na+]. Product: N#CC(=Cc1cccc(Cl)c1)c1ccc(Cl)cc1. RXN SMILES: [CH3:20][O-:21].[CH3:23][OH:24].[Cl:11][c:12]1[cH:13][c:14]([CH:15]=[O:16])[cH:17][cH:18][cH:19]1.[Cl:1][c:2]1[cH:3][cH:4][c:5]([CH2:6][C:7]#[N:8])[cH:9][cH:10]1.[Na+:22]>>[Cl:1][c:2]1[cH:3][cH:4][c:5]([C:6]([C:7]#[N:8])=[CH:15][c:14]2[cH:13][c:12]([Cl:11])[cH:19][cH:18][cH:17]2)[cH:9][cH:10]1. The reactants are C(O)([O-])=O.[Na+] (sodium hydrogen carbonate), NC1=C(C(=O)OC(C)(C)C)C=CC(=C1)OC1=CC=CC=C1 (tert-butyl 2-amino-4-phenoxybenzoate), C(C(=O)Cl)(=O)Cl (oxalyl chloride), N1(CCCCC1)C1=CC=C(C=N1)C(=O)O (6-(piperidin-1-yl)pyridine-3-carboxylic acid). The solvent is C(C)N(CC)CC (triethylamine), C(Cl)Cl (methylene chloride), CN(C=O)C (N,N-dimethylformamide), C(Cl)Cl (methylene chloride). Conditions: time 1 hour. Product: O(C1=CC=CC=C1)C1=CC(=C(C(=O)OC(C)(C)C)C=C1)NC(=O)C=1C=NC(=CC1)N1CCCCC1 (tert-butyl 4-phenoxy-2-(6-(piperidin-1-yl)pyridine-3-carboxamido)benzoate). As a reaction SMILES: C(Cl)(=O)C(Cl)=O.[N:7]1([C:13]2[N:18]=[CH:17][C:16]([C:19]([OH:21])=O)=[CH:15][CH:14]=2)[CH2:12][CH2:11][CH2:10][CH2:9][CH2:8]1.[NH2:22][C:23]1[CH:35]=[C:34]([O:36][C:37]2[CH:42]=[CH:41][CH:40]=[CH:39][CH:38]=2)[CH:33]=[CH:32][C:24]=1[C:25]([O:27][C:28]([CH3:31])([CH3:30])[CH3:29])=[O:26].C(=O)([O-])O.[Na+]>C(N(CC)CC)C.C(Cl)Cl.CN(C)C=O>[O:36]([C:34]1[CH:33]=[CH:32][C:24]([C:25]([O:27][C:28]([CH3:31])([CH3:29])[CH3:30])=[O:26])=[C:23]([NH:22][C:19]([C:16]2[CH:17]=[N:18][C:13]([N:7]3[CH2:8][CH2:9][CH2:10][CH2:11][CH2:12]3)=[CH:14][CH:15]=2)=[O:21])[CH:35]=1)[C:37]1[CH:38]=[CH:39][CH:40]=[CH:41][CH:42]=1 |f:3.4|. Reported procedure: 1.3 mL of methylene chloride, 1.3 μL of N,N-dimethylformamide and 0.031 mL of oxalyl chloride were added sequentially to 69 mg of 6-(piperidin-1-yl)pyridine-3-carboxylic acid at room temperature, and stirred at the same temperature for 1 hour. The reaction mixture was added to a mixed solution of 57 mg of tert-butyl 2-amino-4-phenoxybenzoate, 3.7 mL of methylene chloride and 0.22 mL of triethylamine and stirred at room temperature for 2 hours. A saturated sodium hydrogen carbonate aqueous soluti... Starting materials: CC(C)(C)OC(=O)NC(Cc1ccccc1)C(O)CO, O=C(NC(Cc1ccccc1)C(O)CO)OCc1ccccc1. Product: O=C1NC(Cc2ccccc2)C(CO)O1. RXN SMILES: [C:1]([CH3:3])([CH3:4])([O:5][C:6](=[O:2])[NH:8][CH:9]([CH:10]([CH2:11][OH:12])[OH:13])[CH2:14][c:15]1[cH:16][cH:17][cH:18][cH:19][cH:20]1)[CH3:7].[CH2:21]([O:22][C:23]([NH:24][CH:25]([CH2:26][c:27]1[cH:28][cH:29][cH:30][cH:31][cH:32]1)[CH:33]([OH:34])[CH2:35][OH:36])=[O:37])[c:38]1[cH:39][cH:40][cH:41][cH:42][cH:43]1>>[O:5]=[C:6]1[NH:8][CH:9]([CH2:14][c:15]2[cH:16][cH:17][cH:18][cH:19][cH:20]2)[CH:10]([CH2:11][OH:12])[O:13]1. RXN SMILES: [CH3:1][C:2](=[O:3])[O:4][C:5](=[O:6])[CH3:7].[CH3:44][OH:45].[CH:49]([OH:50])=[O:51].[CH:8]1([NH:11][C:12](=[O:13])[NH:14][c:15]2[cH:16][c:17]([F:43])[c:18]([O:21][c:22]3[c:23]4[c:24]([n:25][cH:26][cH:27]3)[cH:28][c:29](-[c:31]3[n:32][cH:33][c:34]([CH2:37][NH:38][CH2:39][CH2:40][O:41][CH3:42])[cH:35][cH:36]3)[s:30]4)[cH:19][cH:20]2)[CH2:9][CH2:10]1.[Cl:46][CH2:47][Cl:48]>>[CH:2](=[O:3])[N:38]([CH2:37][c:34]1[cH:33][n:32][c:31](-[c:29]2[cH:28][c:24]3[c:23]([c:22]([O:21][c:18]4[c:17]([F:43])[cH:16][c:15]([NH:14][C:12]([NH:11][CH:8]5[CH2:9][CH2:10]5)=[O:13])[cH:20][cH:19]4)[cH:27][cH:26][n:25]3)[s:30]2)[cH:36][cH:35]1)[CH2:39][CH2:40][O:41][CH3:42]. Yields the product COCCN(C=O)Cc1ccc(-c2cc3nccc(Oc4ccc(NC(=O)NC5CC5)cc4F)c3s2)nc1. Starting materials: CC(=O)OC(C)=O, CO, O=CO, COCCNCc1ccc(-c2cc3nccc(Oc4ccc(NC(=O)NC5CC5)cc4F)c3s2)nc1, ClCCl.